This data is from the Open Reaction Database (ORD), a public repository of structured organic reaction records. The task is: describe an organic reaction: reactants, conditions, products, and yield Starting materials: CC(C)(C)OC(=O)Oc1ccc(C(CN(CCCCCCOCCc2ccc([N+](=O)[O-])cc2)C(=O)OC(C)(C)C)O[Si](C)(C)C(C)(C)C)c2ccc(=O)[nH]c12, CO, [Cl-], [Cl-], [Cl-], [Fe+3], NN, O, O, O, O, O, O, O. Product: CC(C)(C)OC(=O)Oc1ccc(C(CN(CCCCCCOCCc2ccc(N)cc2)C(=O)OC(C)(C)C)O[Si](C)(C)C(C)(C)C)c2ccc(=O)[nH]c12. As a reaction SMILES: [C:1]([CH3:2])([CH3:3])([CH3:4])[O:5][C:6](=[O:7])[O:8][c:9]1[cH:10][cH:11][c:12]([CH:20]([CH2:21][N:22]([C:23]([O:24][C:25]([CH3:26])([CH3:27])[CH3:28])=[O:29])[CH2:30][CH2:31][CH2:32][CH2:33][CH2:34][CH2:35][O:36][CH2:37][CH2:38][c:39]2[cH:40][cH:41][c:42]([N+:45]([O-:46])=[O:47])[cH:43][cH:44]2)[O:48][Si:49]([CH3:50])([CH3:51])[C:52]([CH3:53])([CH3:54])[CH3:55])[c:13]2[cH:14][cH:15][c:16](=[O:19])[nH:17][c:18]12.[CH3:59][OH:60].[Cl-:67].[Cl-:69].[Cl-:70].[Fe+3:68].[NH2:57][NH2:58].[OH2:56].[OH2:61].[OH2:62].[OH2:63].[OH2:64].[OH2:65].[OH2:66]>>[C:1]([CH3:2])([CH3:3])([CH3:4])[O:5][C:6](=[O:7])[O:8][c:9]1[cH:10][cH:11][c:12]([CH:20]([CH2:21][N:22]([C:23]([O:24][C:25]([CH3:26])([CH3:27])[CH3:28])=[O:29])[CH2:30][CH2:31][CH2:32][CH2:33][CH2:34][CH2:35][O:36][CH2:37][CH2:38][c:39]2[cH:40][cH:41][c:42]([NH2:45])[cH:43][cH:44]2)[O:48][Si:49]([CH3:50])([CH3:51])[C:52]([CH3:53])([CH3:54])[CH3:55])[c:13]2[cH:14][cH:15][c:16](=[O:19])[nH:17][c:18]12. The reactants are N,N′-carbonyldiimidazole, C(C)(=O)NC1=C(C=C(C(=O)O)C=C1)[N+](=O)[O-] (4-acetylamino-3-nitrobenzoic acid), C1(=CC=CC=C1)S(=O)(=O)N (benzenesulfonamide), C1(=NNCCCCCCCC1)C1=CCCCCCCCCC1 (diazabicycloundecene). Run in CN(C=O)C (N,N-dimethylformamide). Run at time 1 hour. The product is C1(=CC=CC=C1)S(=O)(=O)NC(C1=CC(=C(C=C1)NC(C)=O)[N+](=O)[O-])=O (N-benzenesulfonyl-4-acetylamino-3-nitrobenzamide). Isolated yield 78.2%. As a reaction SMILES: [C:1]([NH:4][C:5]1[CH:13]=[CH:12][C:8]([C:9]([OH:11])=O)=[CH:7][C:6]=1[N+:14]([O-:16])=[O:15])(=[O:3])[CH3:2].[C:17]1([S:23]([NH2:26])(=[O:25])=[O:24])[CH:22]=[CH:21][CH:20]=[CH:19][CH:18]=1.C1(C2CCCCCCCCCC=2)CCCCCCCCNN=1>CN(C)C=O>[C:17]1([S:23]([NH:26][C:9](=[O:11])[C:8]2[CH:12]=[CH:13][C:5]([NH:4][C:1](=[O:3])[CH3:2])=[C:6]([N+:14]([O-:16])=[O:15])[CH:7]=2)(=[O:25])=[O:24])[CH:22]=[CH:21][CH:20]=[CH:19][CH:18]=1. Procedure details: N,N′-carbonyldiimidazole (14.45 g) was added to a solution of 10.00 g of 4-acetylamino-3-nitrobenzoic acid in 300 ml of N,N-dimethylformamide, and the mixture was stirred at room temperature for 1 hour. Subsequently, 14.03 g of benzenesulfonamide and 13.58 g of diazabicycloundecene were added thereto, and the mixture was stirred at 100° C. for 72 hours. The reaction mixture was separated with the addition of chloroform and water. The organic layer was then concentrated, and the resulting residue...